Dataset: the Open Reaction Database (ORD), a public repository of structured organic reaction records. Task: describe an organic reaction: reactants, conditions, products, and yield Reactants: BrC=C(C)C1=NC=CC=C1 (2-(1-Bromoprop-1-en-2-yl)pyridine), CN1CC2=C(NC=3C=CC(=CC23)C)CC1 (2,8-Dimethyl-2,3,4,5-tetrahydro-1H-pyrido[4,3-b]indole), N1[C@H](C(=O)O)CCC1 (L-proline), P(=O)([O-])([O-])[O-].[K+].[K+].[K+] (potassium phosphate). Reagents/catalysts: [Cu]I (Copper (I) iodide). The solvent is CN(C)C=O (DMF). Reaction conditions: time 10 minute. The product is CN1CC2=C(N(C=3C=CC(=CC23)C)\C=C(/C)\C2=NC=CC=C2)CC1 ((E)-2,8-dimethyl-5-(2-(pyridin-2-yl)prop-1-enyl)-2,3,4,5-tetrahydro-1H-pyrido[4,3-b]indole). RXN SMILES: [CH3:1][N:2]1[CH2:15][CH2:14][C:5]2[NH:6][C:7]3[CH:8]=[CH:9][C:10]([CH3:13])=[CH:11][C:12]=3[C:4]=2[CH2:3]1.N1CCC[C@H]1C(O)=O.P([O-])([O-])([O-])=O.[K+].[K+].[K+].Br[CH:33]=[C:34]([C:36]1[CH:41]=[CH:40][CH:39]=[CH:38][N:37]=1)[CH3:35]>CN(C=O)C.[Cu]I>[CH3:1][N:2]1[CH2:15][CH2:14][C:5]2[N:6](/[CH:33]=[C:34](/[C:36]3[CH:41]=[CH:40][CH:39]=[CH:38][N:37]=3)\[CH3:35])[C:7]3[CH:8]=[CH:9][C:10]([CH3:13])=[CH:11][C:12]=3[C:4]=2[CH2:3]1 |f:2.3.4.5|. Reported procedure: 2,8-Dimethyl-2,3,4,5-tetrahydro-1H-pyrido[4,3-b]indole (700 mg, 3.5 mmol) was dissolved in DMF. Copper (I) iodide, L-proline (0.116 g, 0.7 mmol) and potassium phosphate (1.484 g, 7 mmol) were added and the reaction mixture was stirred for 10 min. at RT. 2-(1-Bromoprop-1-en-2-yl)pyridine (1.03 g, 5.25 mmol) was added dropwise and the reaction mixture was purged with nitrogen. The reaction mixture was heated overnight at 85° C. (prolonged heating in some cases was required). DMF was evaporated und... Reactants: N#Cc1ccc(-c2ccc(Br)cc2)cc1, CO, c1ccc(-c2ccc(-c3ccoc3)cc2)cc1, OB(O)c1ccoc1. Product: N#Cc1ccc(-c2ccc(-c3ccoc3)cc2)cc1. As a reaction SMILES: [Br:18][c:19]1[cH:20][cH:21][c:22](-[c:23]2[cH:24][cH:25][c:26]([C:31]#[N:32])[cH:27][cH:28]2)[cH:29][cH:30]1.[CH3:41][OH:42].[c:1]1(-[c:12]2[cH:13][cH:14][cH:15][cH:16][cH:17]2)[cH:2][cH:3][c:4](-[c:7]2[cH:8][o:9][cH:10][cH:11]2)[cH:5][cH:6]1.[o:33]1[cH:34][cH:35][c:36]([B:37]([OH:38])[OH:39])[cH:40]1>>[c:1]1(-[c:12]2[cH:13][cH:14][c:15]([C:31]#[N:32])[cH:16][cH:17]2)[cH:2][cH:3][c:4](-[c:7]2[cH:8][o:9][cH:10][cH:11]2)[cH:5][cH:6]1.